This data is from the Open Reaction Database (ORD), a public repository of structured organic reaction records. The task is: describe an organic reaction: reactants, conditions, products, and yield Starting materials: CC(C)S (2-propanethiol), C[O-].[Na+] (sodium methoxide), [N+](=O)([O-])C=1C=C(CCl)C=CC1 (3-nitrobenzylchloride). The solvent is CO (methanol). Run at temperature -15 celsius, time 2 hour. Yields the product [N+](=O)([O-])C1=CC(=CC=C1)CSC(C)C (1-Nitro-3-[(propan-2-ylsulfanyl)methyl]benzene). As a reaction SMILES: C[O-].[Na+].[CH3:4][CH:5]([SH:7])[CH3:6].[N+:8]([C:11]1[CH:12]=[C:13]([CH:16]=[CH:17][CH:18]=1)[CH2:14]Cl)([O-:10])=[O:9]>CO>[N+:8]([C:11]1[CH:18]=[CH:17][CH:16]=[C:13]([CH2:14][S:7][CH:5]([CH3:6])[CH3:4])[CH:12]=1)([O-:10])=[O:9] |f:0.1|. Procedure details: A solution of sodium methoxide (15.5 mL, 25 wt % in methanol) was diluted with methanol (85 mL) and treated with 2-propanethiol (6.3 mL) at room temperature for 60 minutes, cooled to −15° C., treated with 3-nitrobenzylchloride (10 g) in 3 portions, kept for 2 hours at −15° C., then the temperature was increased to room temperature. The reaction mixture was concentrated in vacuo, treated with diethyl ether (300 mL), washed with water (2×100 mL) and brine (100 mL), dried with sodium sulfate and ev...